This data is from the Open Reaction Database (ORD), a public repository of structured organic reaction records. The task is: describe an organic reaction: reactants, conditions, products, and yield Starting materials: ClC1=NC=C(C(=N1)NC1=C(C(=O)NC)C=CC=C1)Cl (2-(2,5-dichloro-pyrimidin-4-ylamino)-N-methylbenzamide), NC=1C=CC2=C(CNC(CC2)=O)C1 (8-amino-1,2,4,5-tetrahydro-benzo[c]azepin-3-one). Yields the product ClC=1C(=NC(=NC1)NC=1C=CC2=C(CNC(CC2)=O)C1)NC1=C(C(=O)NC)C=CC=C1 (2-[5-chloro-2-(3-oxo-2,3,4,5-tetrahydro-1H-benzo[c]azepin-8-ylamino)-pyrimidin-4-ylamino]-N-methyl-benzamide). As a reaction SMILES: Cl[C:2]1[N:7]=[C:6]([NH:8][C:9]2[CH:18]=[CH:17][CH:16]=[CH:15][C:10]=2[C:11]([NH:13][CH3:14])=[O:12])[C:5]([Cl:19])=[CH:4][N:3]=1.[NH2:20][C:21]1[CH:22]=[CH:23][C:24]2[CH2:30][CH2:29][C:28](=[O:31])[NH:27][CH2:26][C:25]=2[CH:32]=1>>[Cl:19][C:5]1[C:6]([NH:8][C:9]2[CH:18]=[CH:17][CH:16]=[CH:15][C:10]=2[C:11]([NH:13][CH3:14])=[O:12])=[N:7][C:2]([NH:20][C:21]2[CH:22]=[CH:23][C:24]3[CH2:30][CH2:29][C:28](=[O:31])[NH:27][CH2:26][C:25]=3[CH:32]=2)=[N:3][CH:4]=1. Procedure details: Following a procedure analogous to Example 1742a, 2-(2,5-dichloro-pyrimidin-4-ylamino)-N-methylbenzamide and 8-amino-1,2,4,5-tetrahydro-benzo[c]azepin-3-one were converted to give 2-[5-chloro-2-(3-oxo-2,3,4,5-tetrahydro-1H-benzo[c]azepin-8-ylamino)-pyrimidin-4-ylamino]-N-methyl-benzamide: 1H NMR (300 MHz, CDCl3) δ 8.54 (d, 1H), 8.03 (s, 1H), 7.6 (m, 2H), 7.4 (m, 2H), 7.08 (m, 3H), 7.26 (m, 1H), 7.1 (t, 1H), 7.05 (d, 1H). 4.25 (s, 2H), 3.05 (t, 2H), 2.95 (d, 3H), 2.86 (t, 2H); MS (m/e): 437.3 (M+... The reactants are N(NC(=O)N)CCC(=O)NN (β-semicarbazido-propionic acid hydrazide), CN(C=O)C (dimethylformamide), [N-]=C=O (isocyanate), [N-]=C=O (isocyanate), TiO2, CN(C=O)C (dimethylformamide). Solvent: O (water). The product is N(NC(=O)N)C(C(=O)NN)C (semicarbazido-propionic acid hydrazide). As a reaction SMILES: [NH:1]([CH2:6][CH2:7]C(NN)=O)[NH:2][C:3]([NH2:5])=[O:4].[N-:12]=[C:13]=[O:14].C[N:16](C)C=O>O>[NH:1]([CH:6]([CH3:7])[C:13]([NH:12][NH2:16])=[O:14])[NH:2][C:3]([NH2:5])=[O:4]. Reported procedure: 8.63 parts of β-semicarbazido-propionic acid hydrazide dissolved in 17 parts of water and 450 parts of dimethylformamide were reacted with 215 parts of isocyanate prepolymer (prepared as in Example 2, isocyanate content 2.62% in the solid substance), and 210 parts of dimethylformamide and 4% TiO2 were added. The elastomeric solution had a viscosity of 640 poises. ηi- value 1.15. The reactants are N1=CC=C(C=C1)C=1N=C2C(=NC1)NC=C2 (2-(pyridin-4-yl)-5H-pyrrolo[2,3-b]pyrazin), IN1C(CCC1=O)=O (N-iodosuccinimide). The solvent is CC(=O)C (acetone), CC(=O)C (acetone). Reaction conditions: time 30 minute. The product is IC1=CNC2=NC=C(N=C21)C2=CC=NC=C2 (7-iodo-2-(pyridin-4-yl)-5H-pyrrolo[2,3-b]pyrazine). Yield: 62.7%. RXN SMILES: [N:1]1[CH:6]=[CH:5][C:4]([C:7]2[N:8]=[C:9]3[CH:15]=[CH:14][NH:13][C:10]3=[N:11][CH:12]=2)=[CH:3][CH:2]=1.[I:16]N1C(=O)CCC1=O>CC(C)=O>[I:16][C:15]1[C:9]2[C:10](=[N:11][CH:12]=[C:7]([C:4]3[CH:3]=[CH:2][N:1]=[CH:6][CH:5]=3)[N:8]=2)[NH:13][CH:14]=1. Procedure details: To a solution of 22 (0.35 g) and acetone (20 mL) of acetone was added in one portion N-iodosuccinimide (0.44 g). The mixture was stirred at RT for 30 min and then concentrated to afford 0.8 g of crude material. The crude product was purified by SiO2 chromatography eluting with and EtOH/EtOAc gradient (1 to 15% over 15 minutes) to afford 0.36 g of pure 7-iodo-2-(pyridin-4-yl)-5H-pyrrolo[2,3-b]pyrazine (24).